This data is from the Open Reaction Database (ORD), a public repository of structured organic reaction records. The task is: describe an organic reaction: reactants, conditions, products, and yield Product: COC(=O)C1N(CCN(C1)CCC=C1C2=C(OCC3=C1C=CC=N3)C=CC(=C2)C(C)(C)O)C2=CC=C(C=C2)Cl (1-(4-Chloro-phenyl)-4-{3-[7-(1-hydroxy-1-methyl-ethyl)-11H-10-oxa-1-aza-dibenzo[a,d]cyclohepten-5-ylidene]propyl}-piperazine-2-carboxylic acid methyl ester). Reaction conditions: temperature 50 celsius, time 5 hour. Procedure: To a solution of 1-(4-chloro-phenyl)-piperazine-2-carboxylic acid methyl ester (0.14 g, 0.53 mmol) in acetonitrile:water (4:1) was added potassium carbonate (0.083 g, 0.6 mmol) and (E)-2-[5-(3-bromo-propylidene)-5,11-dihydro-10-oxa-1-aza-dibenzo[a,d]cyclohepten-7-yl]-propan-2-ol (150 mg, 0.4 mmol) and the resulting mixture was stirred at 50° C. for 5 hours. The reaction mixture was concentrated in vacuo, diluted with ethyl acetate, and dried over sodium sulfate. The crude product was purified by... Starting materials: COC(=O)C1N(CCNC1)C1=CC=C(C=C1)Cl (1-(4-chloro-phenyl)-piperazine-2-carboxylic acid methyl ester), C([O-])([O-])=O.[K+].[K+] (potassium carbonate), BrCC\C=C/1\C2=C(OCC3=C1C=CC=N3)C=CC(=C2)C(C)(C)O ((E)-2-[5-(3-bromo-propylidene)-5,11-dihydro-10-oxa-1-aza-dibenzo[a,d]cyclohepten-7-yl]-propan-2-ol). The solvent is C(C)#N.O (acetonitrile water). Reaction SMILES: [CH3:1][O:2][C:3]([CH:5]1[CH2:10][NH:9][CH2:8][CH2:7][N:6]1[C:11]1[CH:16]=[CH:15][C:14]([Cl:17])=[CH:13][CH:12]=1)=[O:4].C(=O)([O-])[O-].[K+].[K+].Br[CH2:25][CH2:26]/[CH:27]=[C:28]1/[C:29]2[CH:42]=[C:41]([C:43]([OH:46])([CH3:45])[CH3:44])[CH:40]=[CH:39][C:30]=2[O:31][CH2:32][C:33]2[N:38]=[CH:37][CH:36]=[CH:35][C:34]/1=2>C(#N)C.O>[CH3:1][O:2][C:3]([CH:5]1[CH2:10][N:9]([CH2:25][CH2:26][CH:27]=[C:28]2[C:34]3[CH:35]=[CH:36][CH:37]=[N:38][C:33]=3[CH2:32][O:31][C:30]3[CH:39]=[CH:40][C:41]([C:43]([OH:46])([CH3:45])[CH3:44])=[CH:42][C:29]2=3)[CH2:8][CH2:7][N:6]1[C:11]1[CH:16]=[CH:15][C:14]([Cl:17])=[CH:13][CH:12]=1)=[O:4] |f:1.2.3,5.6|. Reactants: ClCC#N (chloroacetonitrile), [OH-].[Na+] (sodium hydroxide), ClC1=C(CCCC1)C#N (2-chlorocyclohex-1-enecarbonitrile), [Se-2].[Na+].[Na+] (sodium selenide). The product is NC=1C2=C([Se]C1C#N)CCCC2 (3-amino-4,5,6,7-tetrahydrobenzo[1,2-b]selenophene-2-carbonitrile), amide. RXN SMILES: Cl[C:2]1[CH2:7][CH2:6][CH2:5][CH2:4][C:3]=1[C:8]#[N:9].[Se-2:10].[Na+].[Na+].Cl[CH2:14][C:15]#[N:16].[OH-].[Na+]>>[NH2:9][C:8]1[C:3]2[CH2:4][CH2:5][CH2:6][CH2:7][C:2]=2[Se:10][C:14]=1[C:15]#[N:16] |f:1.2.3,5.6|. Procedure details: The 3-amino-4,5,6,7-tetrahydrobenzo[1,2-b]selenophene-2-carbonitrile is prepared starting from 2-chlorocyclohex-1-enecarbonitrile, sodium selenide and chloroacetonitrile, which on treatment with aqueous sodium hydroxide gave the corresponding amide in good yield. Diazotization of the amine with sodium nitrite followed by treatment with iodomethane in presence of a base gave the required 3-methyl-6,7,8,9-tetrahydrobenzo[1,2-b]1,2,3-triazino-[4,5-d]-selenophen-4-one (compound 14). The reactants are CC(C)(C)NC(=O)C(Cc1ccc(OCc2ccccc2)cc1)NC(=O)OC(C)(C)C, ClCCl, O=C(O)C(F)(F)F. Product: CC(C)(C)NC(=O)C(N)Cc1ccc(OCc2ccccc2)cc1. As a reaction SMILES: [C:1]([O:2][C:3](=[O:4])[NH:7][CH:8]([CH2:9][c:10]1[cH:11][cH:12][c:13]([O:16][CH2:17][c:18]2[cH:19][cH:20][cH:21][cH:22][cH:23]2)[cH:14][cH:15]1)[C:24]([NH:25][C:26]([CH3:27])([CH3:28])[CH3:29])=[O:30])([CH3:5])([CH3:6])[CH3:31].[Cl:39][CH2:40][Cl:41].[OH:32][C:33]([C:34]([F:35])([F:36])[F:37])=[O:38]>>[NH2:7][CH:8]([CH2:9][c:10]1[cH:11][cH:12][c:13]([O:16][CH2:17][c:18]2[cH:19][cH:20][cH:21][cH:22][cH:23]2)[cH:14][cH:15]1)[C:24]([NH:25][C:26]([CH3:27])([CH3:28])[CH3:29])=[O:30].